describe an organic reaction: reactants, conditions, products, and yield From a dataset of the Open Reaction Database (ORD), a public repository of structured organic reaction records. Reactants: O1C=C(C=C1)CCN (2-Furan-3-yl-ethylamine), [N+](=O)([O-])C (nitromethane). The product is [N+](=O)([O-])C=CC1COCC1 (3-(2-Nitrovinyl)-tetrahydrofuran). Isolated yield 55.0%. RXN SMILES: [O:1]1[CH:5]=[CH:4][C:3]([CH2:6]CN)=[CH:2]1.[N+:9]([CH3:12])([O-:11])=[O:10]>>[N+:9]([CH:12]=[CH:6][CH:3]1[CH2:4][CH2:5][O:1][CH2:2]1)([O-:11])=[O:10]. Procedure: Dichloromethane extraction of tetrahydrofuran-3-carboxaldehyde in water (50%, 2 mL) gave pure aldehyde (0.72 g, 7.2 mM) that was reacted with nitromethane in an analogous manner as used for the preparation of 2-Furan-3-yl-ethylamine above, to yield 3-(2-Nitrovinyl)-tetrahydrofuran (0.57 g, 55% yield) after column chromatography (elution with 30% ethyl acetate/Hexanes). The vinyl-nitro compound was reduced with LAH as described for the synthesis of 2-(furan-2-yl-)ethylamine, except that 1 M HCl/E... The reactants are C1=CC(=CN=C1)Br (3-bromopyridine), C1CNCCC1C2=CC=CC=C2 (4-phenylpiperidine). Reagents/catalysts: C12=NCCCN1CCCCC2, CS(=O)(=O)O.C1=CC=C(C=C1)[PH+](C2=CC=CC=C2)C3=C(C4=CC=CC=C4C=C3)C5=C(C=CC6=CC=CC=C65)P(C7=CC=CC=C7)C8=CC=CC=C8.C1=CC=C([C-]=C1)C2=CC=CC=C2N.[Pd]. Solvent: CS(=O)C (DMSO), CS(=O)C (DMSO), CS(=O)C (DMSO), CS(=O)C (DMSO). Conditions: time 22 hour. Product: C1=CC=NC=C1N1CCC(C2=CC=CC=C2)CC1. Solvent: CN(C=O)C (N,N-dimethylformamide), CN(C=O)C (N,N-dimethylformamide), C(C)(=O)O (acetic acid), O (water), CN(C=O)C (N,N-dimethylformamide), CN(C=O)C (N,N-dimethylformamide). The reactants are [Cl-].C1(=CC=CC=C1)OP(OC1=CC=CC=C1)(O)=O (phosphoric acid diphenyl ester chloride), ClC=1C=C(C[N+]#[C-])C=CC1 (3-chlorobenzyl isocyanide), FC=1C=CC2=C(C(N3[C@H](C(N2)=O)CCC3)=O)C1 ((S)-7-fluoro-1,2,3,11a-tetrahydro-5H-pyrrolo[2,1-c][1,4]benzodiazepine-5,11(10H)-dione), [H-].[Na+] (sodium hydride), potassium t-butylate. As a reaction SMILES: [F:1][C:2]1[CH:3]=[CH:4][C:5]2[NH:11][C:10](=O)[C@@H:9]3[CH2:13][CH2:14][CH2:15][N:8]3[C:7](=[O:16])[C:6]=2[CH:17]=1.[H-].[Na+].[Cl-].C1(OP(=O)(O)OC2C=CC=CC=2)C=CC=CC=1.[Cl:38][C:39]1[CH:40]=[C:41]([CH:45]=[CH:46][CH:47]=1)[CH2:42][N+:43]#[C-:44]>CN(C)C=O.O.C(O)(=O)C>[Cl:38][C:39]1[CH:40]=[C:41]([C:42]2[N:43]=[CH:44][N:11]3[C:5]4[CH:4]=[CH:3][C:2]([F:1])=[CH:17][C:6]=4[C:7](=[O:16])[N:8]4[CH2:15][CH2:14][CH2:13][C@H:9]4[C:10]=23)[CH:45]=[CH:46][CH:47]=1 |f:1.2,3.4|. Procedure: A suspension of 8.20 g (35 mmol) of (S)-7-fluoro-1,2,3,11a-tetrahydro-5H-pyrrolo[2,1-c][1,4]benzodiazepine-5,11(10H)-dione in 40 ml of dry N,N-dimethylformamide is treated at -30° to -20° with 1.53 g (35 mmol) of sodium hydride (55 percent oil dispersion), the mixture is stirred at the above temperature for a further 35 minutes, and then at -60° there are added dropwise 7.25 ml (35 mmol) of phosphoric acid diphenyl ester chloride in 7 ml of dry N,N-dimethylformamide. The temperature is allowed t... Yields the product ClC=1C=C(C=CC1)C=1N=CN2C1[C@H]1N(C(C3=C2C=CC(=C3)F)=O)CCC1 ((S)-1-(m-chlorophenyl)-7-fluoro-11,12,13,13a-tetrahydro-9H-imidazo[1,5-a]pyrrolo[2,1-c][1,4]benzodiazepin-9-one). Reaction conditions: time 35 minute. Reactants: [OH-].[Na+] (Sodium hydroxide), C(C)(C)(C)C1=CC(=C(N1)C(=O)OC)[N+](=O)[O-] (methyl 5-t-butyl-3-nitropyrrole-2-carboxylate), S(=O)(=O)(OC)OC (dimethyl sulfate). Reagents/catalysts: [Br-].C(C1=CC=CC=C1)[N+](CCCC)(CCCC)CCCC (benzyltributyl ammonium bromide). Solvent: ClCCl (dichloromethane). Run at time 5 minute. Yields the product C(C)(C)(C)C1=CC(=C(N1C)C(=O)OC)[N+](=O)[O-] (methyl 5-t-butyl-1-methyl-3-nitropyrrole-2-carboxylate). Isolated yield 57.7%. As a reaction SMILES: [OH-].[Na+].[C:3]([C:7]1[NH:11][C:10]([C:12]([O:14][CH3:15])=[O:13])=[C:9]([N+:16]([O-:18])=[O:17])[CH:8]=1)([CH3:6])([CH3:5])[CH3:4].S(OC)(O[CH3:23])(=O)=O>[Br-].C([N+](CCCC)(CCCC)CCCC)C1C=CC=CC=1.ClCCl>[C:3]([C:7]1[N:11]([CH3:23])[C:10]([C:12]([O:14][CH3:15])=[O:13])=[C:9]([N+:16]([O-:18])=[O:17])[CH:8]=1)([CH3:6])([CH3:4])[CH3:5] |f:0.1,4.5|. Procedure: Sodium hydroxide (0.21 g, 2.65 mmol, 50% aqueous, 6 equiv) is added to a cold (0-−10° C.) solution of methyl 5-t-butyl-3-nitropyrrole-2-carboxylate (100 mg, 0.44 mmol), benzyltributyl ammonium bromide (158 mg, 0.44 mmol, 1 equiv), and dimethyl sulfate (46 mL, 0.49 mmol, 1.1 equiv) in dichloromethane (1 mL). After 5 min, the cooling bath is removed and the mixture is stirred for 4 h at rt. The reaction mixture is diluted with dichloromethane, washed with water (1×), 10% ammonium acetate (2×), dri... Starting materials: ClC=1C(NC(NC1)=O)=S (5-Chloro-4-thiouracil), CI (methyl iodide). Solvent: [H-].[Na+] (sodium hydride). Conditions: time 3 hour. Product: CSC1=NC(NC=C1Cl)=O (4-Methylthio-5-chloropyrimid-2-one). The yield is 21.0%. As a reaction SMILES: [Cl:1][C:2]1[C:3](=[S:9])[NH:4][C:5](=[O:8])[NH:6][CH:7]=1.[CH3:10]I>[H-].[Na+]>[CH3:10][S:9][C:3]1[C:2]([Cl:1])=[CH:7][NH:6][C:5](=[O:8])[N:4]=1 |f:2.3|. Procedure details: 5-Chloro-4-thiouracil (0.0027 mol) was dissolved in 1 M sodium hydride (3 ml) and methyl iodide (0.007 mol) added. The solution was stirred at room temperature for 3 hr. and the solid precipitate collected and recrystallised from water; yield 21%, m.p. 254° C. Reaction SMILES: [Br-:57].[C:43]([O:44][CH2:45][I:46])(=[O:47])[C:48]([CH3:49])([CH3:50])[CH3:51].[CH2:28]([Sn:29]([CH2:30][O-:31])([CH2:32][CH2:33][CH2:34][CH3:35])[CH2:36][CH2:37][CH2:38][CH3:39])[CH2:40][CH2:41][CH3:42].[CH3:52][OH:53].[CH3:54][C:55]#[N:56].[CH3:58][CH2:59][CH2:60][CH2:61][N+:62]([CH2:63][CH2:64][CH2:65][CH3:66])([CH2:67][CH2:68][CH2:69][CH3:70])[CH2:71][CH2:72][CH2:73][CH3:74].[P:1]([NH:2][P:3]([OH:4])([OH:5])=[O:6])(=[O:7])([OH:8])[O:9][CH2:10][CH:11]1[CH:12]([N:25]=[N+:26]=[N-:27])[CH2:13][CH:14]([n:16]2[c:17](=[O:18])[nH:19][c:20](=[O:21])[c:22]([CH3:23])[cH:24]2)[O:15]1>>[OH:9][CH2:10][CH:11]1[CH:12]([N:25]=[N+:26]=[N-:27])[CH2:13][CH:14]([n:16]2[c:17](=[O:18])[nH:19][c:20](=[O:21])[c:22]([CH3:23])[cH:24]2)[O:15]1. Yields the product Cc1cn(C2CC(N=[N+]=[N-])C(CO)O2)c(=O)[nH]c1=O. The reactants are [Br-], CC(C)(C)C(=O)OCI, CCCC[Sn](C[O-])(CCCC)CCCC, CO, CC#N, CCCC[N+](CCCC)(CCCC)CCCC, Cc1cn(C2CC(N=[N+]=[N-])C(COP(=O)(O)NP(=O)(O)O)O2)c(=O)[nH]c1=O. The reactants are CC(C)(C)OC(=O)N1CCC(CN2CCN(S(=O)(=O)c3cc4ccc(Cl)cc4s3)CC2=O)CC1, ClCCl, O=C(O)C(F)(F)F. Product: O=C1CN(S(=O)(=O)c2cc3ccc(Cl)cc3s2)CCN1CC1CCNCC1. As a reaction SMILES: [C:8]([O:9][C:10](=[O:11])[N:15]1[CH2:16][CH2:17][CH:18]([CH2:21][N:22]2[C:23](=[O:41])[CH2:24][N:25]([S:28](=[O:29])(=[O:30])[c:31]3[cH:32][c:33]4[c:34]([s:35]3)[cH:36][c:37]([Cl:40])[cH:38][cH:39]4)[CH2:26][CH2:27]2)[CH2:19][CH2:20]1)([CH3:12])([CH3:13])[CH3:14].[Cl:42][CH2:43][Cl:44].[OH:1][C:2]([C:3]([F:4])([F:5])[F:6])=[O:7]>>[NH:15]1[CH2:16][CH2:17][CH:18]([CH2:21][N:22]2[C:23](=[O:41])[CH2:24][N:25]([S:28](=[O:29])(=[O:30])[c:31]3[cH:32][c:33]4[c:34]([s:35]3)[cH:36][c:37]([Cl:40])[cH:38][cH:39]4)[CH2:26][CH2:27]2)[CH2:19][CH2:20]1. Starting materials: O=C1CCC(=O)N1Br, ClC(Cl)(Cl)Cl, COC(=O)c1scc(C)c1Cl, CC(C)(C#N)N=NC(C)(C)C#N. Product: COC(=O)c1scc(CBr)c1Cl. Reaction SMILES: [Br:12][N:13]1[C:14](=[O:15])[CH2:16][CH2:17][C:18]1=[O:19].[C:32]([Cl:33])([Cl:34])([Cl:35])[Cl:36].[Cl:1][c:2]1[c:3]([C:8](=[O:9])[O:10][CH3:11])[s:4][cH:5][c:6]1[CH3:7].[N:20]([C:21]([CH3:22])([CH3:23])[C:24]#[N:25])=[N:26][C:27]([CH3:28])([CH3:29])[C:30]#[N:31]>>[Cl:1][c:2]1[c:3]([C:8](=[O:9])[O:10][CH3:11])[s:4][cH:5][c:6]1[CH2:7][Br:12]. Reactants: COCCOC, CCOC(C)=O, COC(=O)c1cccc2cc(OS(=O)(=O)C(F)(F)F)ccc12, [Na+], [Na+], O=C([O-])[O-], O, OB(O)c1ccc(O)cc1, c1ccc(P(c2ccccc2)(c2ccccc2)[Pd](P(c2ccccc2)(c2ccccc2)c2ccccc2)(P(c2ccccc2)(c2ccccc2)c2ccccc2)P(c2ccccc2)(c2ccccc2)c2ccccc2)cc1. Product: COC(=O)c1cccc2cc(-c3ccc(O)cc3)ccc12. RXN SMILES: [CH3:39][O:40][CH2:41][CH2:42][O:43][CH3:44].[CH3:45][CH2:46][O:47][C:48](=[O:49])[CH3:50].[F:1][C:2]([F:3])([F:4])[S:5]([O:6][c:7]1[cH:8][c:9]2[cH:10][cH:11][cH:12][c:13]([C:17](=[O:18])[O:19][CH3:20])[c:14]2[cH:15][cH:16]1)(=[O:21])=[O:22].[Na+:23].[Na+:24].[O-:25][C:26](=[O:27])[O-:28].[OH2:51].[OH:29][c:30]1[cH:31][cH:32][c:33]([B:36]([OH:37])[OH:38])[cH:34][cH:35]1.[cH:52]1[cH:53][cH:54][c:55]([P:56]([Pd:57]([P:58]([c:59]2[cH:60][cH:61][cH:62][cH:63][cH:64]2)([c:65]2[cH:66][cH:67][cH:68][cH:69][cH:70]2)[c:71]2[cH:72][cH:73][cH:74][cH:75][cH:76]2)([P:77]([c:78]2[cH:79][cH:80][cH:81][cH:82][cH:83]2)([c:84]2[cH:85][cH:86][cH:87][cH:88][cH:89]2)[c:90]2[cH:91][cH:92][cH:93][cH:94][cH:95]2)[P:96]([c:97]2[cH:98][cH:99][cH:100][cH:101][cH:102]2)([c:103]2[cH:104][cH:105][cH:106][cH:107][cH:108]2)[c:109]2[cH:110][cH:111][cH:112][cH:113][cH:114]2)([c:115]2[cH:116][cH:117][cH:118][cH:119][cH:120]2)[c:121]2[cH:122][cH:123][cH:124][cH:125][cH:126]2)[cH:127][cH:128]1>>[c:7]1(-[c:33]2[cH:32][cH:31][c:30]([OH:29])[cH:35][cH:34]2)[cH:8][c:9]2[cH:10][cH:11][cH:12][c:13]([C:17](=[O:18])[O:19][CH3:20])[c:14]2[cH:15][cH:16]1. Starting materials: FC1=CC=2C(C3=CC(=CC(=C3C2C(=C1)F)OC)F)=O (2,4,7-trifluoro-5-methoxy-9H-fluoren-9-one), [C-]#N.[K+] (potassium cyanide), C([O-])([O-])=O.[NH4+].[NH4+] (ammonium carbonate), C(C)O (ethanol). Conditions: temperature 115 celsius. The product is FC1=CC2=C(C(=C1)F)C1=C(C=C(C=C1C21NC(NC1=O)=O)F)OC (2,4,7-Trifluoro-5-methoxyspiro(9H-fluorene-9,4'-imidazolidine)2',5'dione). RXN SMILES: [F:1][C:2]1[CH:14]=[C:13]([F:15])[C:12]2[C:11]3[C:6](=[CH:7][C:8]([F:18])=[CH:9][C:10]=3[O:16][CH3:17])[C:5](=O)[C:4]=2[CH:3]=1.[C-]#N.[K+].[C:23](=[O:26])([O-])[O-].[NH4+:27].[NH4+:28].[CH2:29]([OH:31])C>>[F:1][C:2]1[CH:14]=[C:13]([F:15])[C:12]2[C:11]3[C:6]([C:5]4([C:29](=[O:31])[NH:28][C:23](=[O:26])[NH:27]4)[C:4]=2[CH:3]=1)=[CH:7][C:8]([F:18])=[CH:9][C:10]=3[O:16][CH3:17] |f:1.2,3.4.5|. Reported procedure: A mixture of 2,4,7-trifluoro-5-methoxy-9H-fluoren-9-one (2.0 g, 7.6 mmol), potassium cyanide (3 eq, 23 mmol, 1.5 g), and ammonium carbonate (4 eq, 30 mmol, 2.9 g) in 50 mL of ethanol was heated in a sealed bomb at 115° C. for 24 h. After the bomb was cooled and opened, the solvent was evaporated and the residue dissolved in 1M aqueous sodium hydroxide. The basic solution was extracted with ethyl acetate to remove base insoluble impurities and then acidified using concentrated hydrochloric acid. ...